Dataset: the Open Reaction Database (ORD), a public repository of structured organic reaction records. Task: describe an organic reaction: reactants, conditions, products, and yield Starting materials: C1(=CC=CC=C1)S(=O)(=O)N1C=CC=2C1=NC=C(C2Cl)[N+](=O)[O-] (1-benzenesulfonyl-4-chloro-5-nitro-1H-pyrrolo[2,3-b]pyridine), C12C(CC(CC1)C2)N (bicyclo[2.2.1]hept-2-ylamine), C(C)(C)N(CC)C(C)C (diisopropylethylamine). Solvent: CC(C)O (propan-2-ol). Run at temperature 110 celsius. Product: C1(=CC=CC=C1)S(=O)(=O)N1C=CC=2C1=NC=C(C2NC2C1CCC(C2)C1)[N+](=O)[O-] ((1-benzenesulfonyl-5-nitro-1H-pyrrolo[2,3-b]pyridin-4-yl)-bicyclo[2.2.1]hept-2-yl-amine). Yield: 98.8%. As a reaction SMILES: [C:1]1([S:7]([N:10]2[C:14]3=[N:15][CH:16]=[C:17]([N+:20]([O-:22])=[O:21])[C:18](Cl)=[C:13]3[CH:12]=[CH:11]2)(=[O:9])=[O:8])[CH:6]=[CH:5][CH:4]=[CH:3][CH:2]=1.[CH:23]12[CH2:29][CH:26]([CH2:27][CH2:28]1)[CH2:25][CH:24]2[NH2:30].C(N(C(C)C)CC)(C)C>CC(O)C>[C:1]1([S:7]([N:10]2[C:14]3=[N:15][CH:16]=[C:17]([N+:20]([O-:22])=[O:21])[C:18]([NH:30][CH:24]4[CH2:25][CH:26]5[CH2:29][CH:23]4[CH2:28][CH2:27]5)=[C:13]3[CH:12]=[CH:11]2)(=[O:9])=[O:8])[CH:6]=[CH:5][CH:4]=[CH:3][CH:2]=1. Procedure: A mixture of 1-benzenesulfonyl-4-chloro-5-nitro-1H-pyrrolo[2,3-b]pyridine (0.92 g, 2.7 mmol), bicyclo[2.2.1]hept-2-ylamine (0.36 ml, 3.0 mmol), diisopropylethylamine (0.62 ml, 3.5 mmol) in propan-2-ol (12 ml) was heated at 110° C. in a microwave reactor for 20 min. The mixture was then cooled to 25° C. and was partitioned between water (200 ml) and EtOAc (2×200 ml). The combined organic layers were dried over MgSO4, filtered, and the filtrate was concentrated under reduced pressure. Purification... Starting materials: O=C([O-])O, O=C(Cl)c1ccc(Cl)cc1, Cl, [Na+], NCC(=O)c1cccs1. The product is O=C(NCC(=O)c1cccs1)c1ccc(Cl)cc1. RXN SMILES: [C:11](=[O:12])([OH:13])[O-:14].[Cl:16][C:17](=[O:18])[c:19]1[cH:20][cH:21][c:22]([Cl:23])[cH:24][cH:25]1.[ClH:1].[Na+:15].[s:2]1[c:3]([C:7](=[O:8])[CH2:9][NH2:10])[cH:4][cH:5][cH:6]1>>[s:2]1[c:3]([C:7](=[O:8])[CH2:9][NH:10][C:17](=[O:18])[c:19]2[cH:20][cH:21][c:22]([Cl:23])[cH:24][cH:25]2)[cH:4][cH:5][cH:6]1. Reaction SMILES: [CH2:1]([c:2]1[cH:3][cH:4][cH:5][cH:6][cH:7]1)[c:8]1[cH:9][cH:10][cH:11][cH:12][cH:13]1.[Cl:14][S:15](=[O:16])(=[O:17])[OH:18].[Cl:20][CH2:21][Cl:22].[OH2:19]>>[CH2:1]([c:2]1[cH:3][cH:4][c:5]([S:15](=[O:16])(=[O:17])[OH:18])[cH:6][cH:7]1)[c:8]1[cH:9][cH:10][cH:11][cH:12][cH:13]1. Reactants: c1ccc(Cc2ccccc2)cc1, O=S(=O)(O)Cl, ClCCl, O. The product is O=S(=O)(O)c1ccc(Cc2ccccc2)cc1. Reactants: O=C([O-])[O-], COC(=O)c1ccc(CBr)cc1, CC(C)=O, O=C1C(Cc2sc3cc(O)ccc3c2Cl)CCN1C1CCCCC1, [Cs+], [Cs+], [I-], [Na+]. Yields the product COC(=O)c1ccc(COc2ccc3c(Cl)c(CC4CCN(C5CCCCC5)C4=O)sc3c2)cc1. RXN SMILES: [C:27](=[O:28])([O-:29])[O-:30].[CH3:33][O:34][C:35]([c:36]1[cH:37][cH:38][c:39]([CH2:42][Br:43])[cH:40][cH:41]1)=[O:44].[CH3:45][C:46](=[O:47])[CH3:48].[Cl:1][c:2]1[c:3]2[c:4]([s:5][c:6]1[CH2:7][CH:8]1[C:9](=[O:19])[N:10]([CH:13]3[CH2:14][CH2:15][CH2:16][CH2:17][CH2:18]3)[CH2:11][CH2:12]1)[cH:20][c:21]([OH:24])[cH:22][cH:23]2.[Cs+:31].[Cs+:32].[I-:25].[Na+:26]>>[Cl:1][c:2]1[c:3]2[c:4]([s:5][c:6]1[CH2:7][CH:8]1[C:9](=[O:19])[N:10]([CH:13]3[CH2:14][CH2:15][CH2:16][CH2:17][CH2:18]3)[CH2:11][CH2:12]1)[cH:20][c:21]([O:24][CH2:42][c:39]1[cH:38][cH:37][c:36]([C:35]([O:34][CH3:33])=[O:44])[cH:41][cH:40]1)[cH:22][cH:23]2.